Dataset: the Open Reaction Database (ORD), a public repository of structured organic reaction records. Task: describe an organic reaction: reactants, conditions, products, and yield The reactants are ClC1=CC(=CC=C1)C(=O)OO (3-chloroperbenzoic acid), CN1C(=NC=C1[N+](=O)[O-])COC1=CC(=C(C=C1)SC)C (1-methyl-2-(3-methyl-4-methylthiophenyloxymethyl)-5-nitro-imidazole), C([O-])([O-])=O.[Na+].[Na+] (sodium carbonate). The solvent is C(Cl)(Cl)Cl (chloroform), C(Cl)(Cl)Cl (chloroform). Run at temperature 25 celsius, time 1 hour. The product is CN1C(=NC=C1[N+](=O)[O-])COC1=CC(=C(C=C1)S(=O)C)C (1-methyl-2-(3-methyl-4-methylsulfinylphenyl-oxymethyl)-5-nitro-imidazole). RXN SMILES: [CH3:1][N:2]1[C:6]([N+:7]([O-:9])=[O:8])=[CH:5][N:4]=[C:3]1[CH2:10][O:11][C:12]1[CH:17]=[CH:16][C:15]([S:18][CH3:19])=[C:14]([CH3:20])[CH:13]=1.ClC1C=CC=C(C(OO)=[O:29])C=1.C(=O)([O-])[O-].[Na+].[Na+]>C(Cl)(Cl)Cl>[CH3:1][N:2]1[C:6]([N+:7]([O-:9])=[O:8])=[CH:5][N:4]=[C:3]1[CH2:10][O:11][C:12]1[CH:17]=[CH:16][C:15]([S:18]([CH3:19])=[O:29])=[C:14]([CH3:20])[CH:13]=1 |f:2.3.4|. Procedure: 29.3 g (0.1 mol) of 1-methyl-2-(3-methyl-4-methylthiophenyloxymethyl)-5-nitro-imidazole are dissolved in 200 ml of chloroform, and the solution is added dropwise while stirring at 25° C. to a solution of 17.25 g (0.1 mol) of 3-chloroperbenzoic acid in 70 ml of chloroform. The reaction mixture is stirred for 1 hour at 25° C., shaken with dilute sodium carbonate solution, the chloroform phase is separated, dried over sodium sulfate and concentrated by evaporation. The residue is recrystallized fro... RXN SMILES: [Br:13][CH2:14][CH2:15][CH2:16][CH2:17][CH2:18][CH2:19][Br:20].[CH3:1][S:2][c:3]1[cH:4][cH:5][c:6]([CH2:9][CH2:10][CH2:11][OH:12])[cH:7][cH:8]1.[Na+:22].[OH-:21].[OH2:23]>>[CH3:1][S:2][c:3]1[cH:4][cH:5][c:6]([CH2:9][CH2:10][CH2:11][O:12][CH2:19][CH2:18][CH2:17][CH2:16][CH2:15][CH2:14][Br:13])[cH:7][cH:8]1. Reactants: BrCCCCCCBr, CSc1ccc(CCCO)cc1, [Na+], [OH-], O. Yields the product CSc1ccc(CCCOCCCCCCBr)cc1.